Dataset: the Open Reaction Database (ORD), a public repository of structured organic reaction records. Task: describe an organic reaction: reactants, conditions, products, and yield Reactants: solution, Cl (hydrogen chloride), O1CCOCC1 (dioxane), C(=O)(OC(C)(C)C)NCC(CCC(=O)OCC(=O)OC(C)(C)C)=O (t-butoxycarbonylmethyl 5-(Boc-amino)-4-oxopentanoate). Run at time 1 hour. The product is Cl.NCC(CCC(=O)OCC(=O)O)=O (carboxymethyl 5-amino-4-oxopentanoate hydrochloride). The yield is 96.0%. RXN SMILES: [ClH:1].O1CCOCC1.C([NH:15][CH2:16][C:17](=[O:31])[CH2:18][CH2:19][C:20]([O:22][CH2:23][C:24]([O:26]C(C)(C)C)=[O:25])=[O:21])(OC(C)(C)C)=O>>[ClH:1].[NH2:15][CH2:16][C:17](=[O:31])[CH2:18][CH2:19][C:20]([O:22][CH2:23][C:24]([OH:26])=[O:25])=[O:21] |f:3.4|. Procedure details: A 4 M solution of hydrogen chloride in dioxane (35 mL; 0.14 mol) was added to the product of 1a (3.3 g; 9.5 mmol) and stirred until the oil dissolved with evolution of gas. After standing one hour, the solvent was evaporated and the residue was triturated with diethyl ether (4×20 mL); the oil solidified to a tan powder. The residue was filtered and dried overnight in a drying pistol at 50° C. and 13 mm Hg. 2.05 g (96%) product was obtained (tan powder).